Dataset: the Open Reaction Database (ORD), a public repository of structured organic reaction records. Task: describe an organic reaction: reactants, conditions, products, and yield Starting materials: C1=CC=C(C(=C1)C(=O)NOCCO)N, CC1=NN(C(=C1)NC2=NC=C(C(=C2)I)C(F)(F)F)C. The reagents and catalysts are C(=O)([O-])[O-].[Cs+].[Cs+], CC1(C2=C(C(=CC=C2)P(C3=CC=CC=C3)C4=CC=CC=C4)OC5=C1C=CC=C5P(C6=CC=CC=C6)C7=CC=CC=C7)C, CC(=O)O.CC(=O)O.[Pd]. Solvent: C1COCCO1. Conditions: temperature 90 celsius. Yields the product CC1=NN(C(=C1)NC2=NC=C(C(=C2)NC3=CC=CC=C3C(=O)NOCCO)C(F)(F)F)C. Isolated yield 48.6%. Procedure details: (9,9-dimethyl-9H-xanthene-4,5-diyl)bis(diphenylphosphine) (22.71 mg, 0.04 mmol), diacetoxypalladium (4.41 mg, 0.02 mmol), 2-amino-N-(2-hydroxyethoxy)benzamide (131 mg, 0.67 mmol), N-(1,3-dimethyl-1H-pyrazol-5-yl)-4-iodo-5-(trifluoromethyl)pyridin-2-amine (150 mg, 0.39 mmol) and cesium carbonate (256 mg, 0.79 mmol) were weighed out in a µwave vial, sealed and dioxane (4 mL) was added. Reaction was degassed with nitrogen. The reaction was stirred at 90 °C for 12 hours => _incomplete (~85% conversi... Isolated yield 89.6%. RXN SMILES: [Br:1]N1C(=O)CCC1=O.[NH2:9][C:10]1[C:15]([F:16])=[C:14]([C:17]2[CH:22]=[CH:21][C:20]([Cl:23])=[C:19]([O:24][CH3:25])[C:18]=2[F:26])[N:13]=[C:12]([C:27]([O:29][CH2:30][C:31]2[CH:36]=[CH:35][CH:34]=[CH:33][CH:32]=2)=[O:28])[CH:11]=1>ClCCCl>[NH2:9][C:10]1[C:15]([F:16])=[C:14]([C:17]2[CH:22]=[CH:21][C:20]([Cl:23])=[C:19]([O:24][CH3:25])[C:18]=2[F:26])[N:13]=[C:12]([C:27]([O:29][CH2:30][C:31]2[CH:32]=[CH:33][CH:34]=[CH:35][CH:36]=2)=[O:28])[C:11]=1[Br:1]. The solvent is ClCCCl (1,2-dichloroethane). Conditions: temperature 23 celsius, time 72 hour. Procedure details: N-Bromosuccinimide (NBS; 580 mg, 3.3 mmol, 1.1 equiv) was added to a stirred suspension of benzyl 4-amino-6-(4-chloro-2-fluoro-3-methoxyphenyl)-5-fluoro-picolinate (1.2 g, 3.0 mmol, 1.0 equiv) in 1,2-dichloroethane (15 mL) at 23° C. The resulting bright yellow mixture was stirred at 23° C. for 72 h. The brown reaction mixture was concentrated by N2 stream and the residue was purified by silica gel column chromatography (eluting with 29% EtOAc/hexane) to afford the desired product, benzyl 4-amino... The product is NC1=C(C(=NC(=C1F)C1=C(C(=C(C=C1)Cl)OC)F)C(=O)OCC1=CC=CC=C1)Br (benzyl 4-amino-3-bromo-6-(4-chloro-2-fluoro-3-methoxyphenyl)-5-fluoropicolinate). The reactants are BrN1C(CCC1=O)=O (N-Bromosuccinimide), NC1=CC(=NC(=C1F)C1=C(C(=C(C=C1)Cl)OC)F)C(=O)OCC1=CC=CC=C1 (benzyl 4-amino-6-(4-chloro-2-fluoro-3-methoxyphenyl)-5-fluoro-picolinate). The reactants are COC(=O)c1ccc(S(=O)(=O)Nc2ncc(Cl)s2)cc1, [Li+], C1COCCO1, [OH-], O. Yields the product O=C(O)c1ccc(S(=O)(=O)Nc2ncc(Cl)s2)cc1. As a reaction SMILES: [Cl:1][c:2]1[cH:3][n:4][c:5]([NH:7][S:8](=[O:9])(=[O:10])[c:11]2[cH:12][cH:13][c:14]([C:15](=[O:16])[O:17][CH3:18])[cH:19][cH:20]2)[s:6]1.[Li+:21].[O:23]1[CH2:24][CH2:25][O:26][CH2:27][CH2:28]1.[OH-:22].[OH2:29]>>[Cl:1][c:2]1[cH:3][n:4][c:5]([NH:7][S:8](=[O:9])(=[O:10])[c:11]2[cH:12][cH:13][c:14]([C:15](=[O:16])[OH:17])[cH:19][cH:20]2)[s:6]1. Starting materials: Cl (HCl), ice, C(C)OC(=O)[C@@H]1N(C[C@H](C1)OC(C)=O)S(=O)(=O)C1=CC=C(C=C1)C ((2R,4S)-4-Acetoxy-1-(toluene-4-sulfonyl)-pyrrolidine-2-carboxylic acid ethyl ester), [H-].[H-].[H-].[H-].[Li+].[Al+3] (LiAlH4). Solvent: C1CCOC1 (THF). Reaction conditions: time 1 hour. The product is OC[C@H]1C[C@@H](CN1S(=O)(=O)C1=CC=C(C=C1)C)O ((3S,5R)-5-Hydroxymethyl-1-(toluene-4-sulfonyl)-pyrrolidin-3-ol). RXN SMILES: C([O:3][C:4]([C@H:6]1[CH2:10][C@H:9]([O:11]C(=O)C)[CH2:8][N:7]1[S:15]([C:18]1[CH:23]=[CH:22][C:21]([CH3:24])=[CH:20][CH:19]=1)(=[O:17])=[O:16])=O)C.[H-].[H-].[H-].[H-].[Li+].[Al+3].Cl>C1COCC1>[OH:3][CH2:4][C@@H:6]1[N:7]([S:15]([C:18]2[CH:23]=[CH:22][C:21]([CH3:24])=[CH:20][CH:19]=2)(=[O:17])=[O:16])[CH2:8][C@@H:9]([OH:11])[CH2:10]1 |f:1.2.3.4.5.6|. Reported procedure: To an ice-cold solution of 4-acetoxy-1-(toluene-4-sulfonyl)-pyrrolidine-2-carboxylic acid ethyl ester (3) (0.65 g, 1.83 mmol) in THF (10 mL) is added LiAlH4 (0.135 g, 3.66 mmol) portion wise. Then the reaction mixture is stirred at room temperature for 1 h. After completion of the reaction, it is cooled to 0° C. and then pH of reaction mixture is adjusted to 3 by adding 6N HCl (0.65 mL). The mixture is concentrated, and the residue is triturated with water (8 mL), the solid precipitated out is f... Reactants: COC1=CC=C(C=C1)CC#N (4-methoxyphenylacetonitrile), C[Si](C)(C)[N-][Si](C)(C)C.[Na+] (sodium bis(trimethylsilyl)amide), BrCC(=O)OCC (ethyl bromoacetate). Run in C(C)OCC (diethyl ether), O1CCCC1 (tetrahydrofuran), O1CCCC1 (tetrahydrofuran). Conditions: temperature -5 celsius, time 1 hour. The product is C(C)OC(CC(CC(=O)OCC)(C1=CC=C(C=C1)OC)C#N)=O (3-cyano-3-(4-methoxyphenyl)pentanedioic Acid Diethyl Ester). RXN SMILES: [CH3:1][O:2][C:3]1[CH:8]=[CH:7][C:6]([CH2:9][C:10]#[N:11])=[CH:5][CH:4]=1.C[Si]([N-][Si](C)(C)C)(C)C.[Na+].Br[CH2:23][C:24]([O:26][CH2:27][CH3:28])=[O:25]>O1CCCC1.C(OCC)C>[CH2:27]([O:26][C:24](=[O:25])[CH2:23][C:9]([C:10]#[N:11])([C:6]1[CH:7]=[CH:8][C:3]([O:2][CH3:1])=[CH:4][CH:5]=1)[CH2:23][C:24]([O:26][CH2:27][CH3:28])=[O:25])[CH3:28] |f:1.2|. Reported procedure: Combine 4-methoxyphenylacetonitrile (200 g, 1.36 mol) and tetrahydrofuran (500 mL). Cool to about −5° C. Add dropwise a solution of sodium bis(trimethylsilyl)amide (2900 mL, 1 M in tetrahydrofuran, 2.90 mol). When the addition is complete warm the reaction mixture to ambient temperature and allow to stir for 1 hour. Transfer the above solution via cannula into a cooled (−12° C.) solution of ethyl bromoacetate (459.9 g) in tetrahydrofuran (1800 mL) at such a rate that the temperature of the react... Reactants: ice water, C1(=CC=CS1)C(=O)C1=CC=C(C=C1)CC#N (2-[p-(2-thenoyl)phenyl]acetonitrile), S(O)(O)(=O)=O (sulfuric acid), C(C)(=O)O (acetic acid). Run in O (water). Product: C1(=CC=CS1)C(=O)C1=CC=C(C=C1)CC(=O)O (2-[p-(2-thenoyl)phenyl]acetic acid). RXN SMILES: [C:1]1([C:6]([C:8]2[CH:13]=[CH:12][C:11](CC#N)=[CH:10][CH:9]=2)=[O:7])[S:5][CH:4]=[CH:3][CH:2]=1.S(=O)(=O)(O)O.[C:22]([OH:25])(=[O:24])[CH3:23]>O>[C:1]1([C:6]([C:8]2[CH:13]=[CH:12][C:11]([CH2:23][C:22]([OH:25])=[O:24])=[CH:10][CH:9]=2)=[O:7])[S:5][CH:4]=[CH:3][CH:2]=1. Procedure details: A mixture of 8.6 parts of 2-[p-(2-thenoyl)phenyl]acetonitrile, 18 parts of concentrated sulfuric acid, 10 parts of acetic acid and 10 parts of water is stirred and refluxed for one hour. The reaction mixture is cooled and poured onto 200 parts of ice-water. The product is extracted twice with 160 parts of ether. The combined extracts are washed with 100 parts of diluted sodium hydroxide solution and separated. The aqueous phase is acidified with concentrated hydrochloric acid solution, whereupon... Reactants: Brc1ccccn1, C1CCOC1, CC(C)[N-]C(C)C, O=Cc1ccccc1Cl, Cl, [Li+]. Reaction SMILES: [Br:9][c:10]1[cH:11][cH:12][cH:13][cH:14][n:15]1.[CH2:26]1[O:27][CH2:28][CH2:29][CH2:30]1.[CH3:2][CH:3]([N-:4][CH:5]([CH3:6])[CH3:7])[CH3:8].[Cl:16][c:17]1[c:18]([CH:19]=[O:20])[cH:21][cH:22][cH:23][cH:24]1.[ClH:25].[Li+:1]>>[Br:9][c:10]1[c:11]([CH:19]([c:18]2[c:17]([Cl:16])[cH:24][cH:23][cH:22][cH:21]2)[OH:20])[cH:12][cH:13][cH:14][n:15]1. The product is OC(c1ccccc1Cl)c1cccnc1Br.